The task is: describe an organic reaction: reactants, conditions, products, and yield. This data is from the Open Reaction Database (ORD), a public repository of structured organic reaction records. The reactants are CI, CN(C)C=O, CCSC(F)(F)C(O)(Cn1cncn1)c1ccc(F)cc1F, [H-], [Na+], O. The product is CCSC(F)(F)C(Cn1cncn1)(OC)c1ccc(F)cc1F. As a reaction SMILES: [CH3:25][I:26].[CH3:28][N:29]([CH3:30])[CH:31]=[O:32].[F:3][c:4]1[c:5]([C:11]([C:12]([F:13])([F:14])[S:15][CH2:16][CH3:17])([CH2:18][n:19]2[n:20][cH:21][n:22][cH:23]2)[OH:24])[cH:6][cH:7][c:8]([F:10])[cH:9]1.[H-:1].[Na+:2].[OH2:27]>>[F:3][c:4]1[c:5]([C:11]([C:12]([F:13])([F:14])[S:15][CH2:16][CH3:17])([CH2:18][n:19]2[n:20][cH:21][n:22][cH:23]2)[O:24][CH3:25])[cH:6][cH:7][c:8]([F:10])[cH:9]1. Starting materials: ClC1=CC=C(C=C1)S(=O)[O-].[Na+] (sodium 4-chlorobenzenesulfinate), COC1=CC=C(CCl)C=C1 (4-methoxybenzyl chloride). The reagents and catalysts are [Br-].C(CCC)[N+](CCCC)(CCCC)CCCC (tetrabutylammonium bromide). The solvent is C(CCC)O (butanol). Reaction conditions: temperature 70 celsius, time 3 day. The product is ClC1=CC=C(C=C1)S(=O)(=O)CC1=CC=C(C=C1)OC (1-(4-Chlorophenylsulfonylmethyl)-4-methoxybenzene). Reaction SMILES: [Cl:1][C:2]1[CH:7]=[CH:6][C:5]([S:8]([O-:10])=[O:9])=[CH:4][CH:3]=1.[Na+].[CH3:12][O:13][C:14]1[CH:21]=[CH:20][C:17]([CH2:18]Cl)=[CH:16][CH:15]=1>[Br-].C([N+](CCCC)(CCCC)CCCC)CCC.C(O)CCC>[Cl:1][C:2]1[CH:7]=[CH:6][C:5]([S:8]([CH2:18][C:17]2[CH:20]=[CH:21][C:14]([O:13][CH3:12])=[CH:15][CH:16]=2)(=[O:10])=[O:9])=[CH:4][CH:3]=1 |f:0.1,3.4|. Reported procedure: A butanol (5 ml) suspension of sodium 4-chlorobenzenesulfinate (264 mg, 1.33 mmol), 4-methoxybenzyl chloride (181 μl, 1.33 mmol) and tetrabutylammonium bromide (24 mg) was stirred at 70° C. for 3 days. After cooling the reaction mixture to room temperature, the solvent was concentrated under reduced pressure. Ethyl acetate was added to the residue and the mixture was washed successively with water and brine, and then dried over anhydrous sodium sulfate. After filtration, the filtrate was concent... The reactants are CC(C)(C)OC(=O)NC1CCC(O)CC1, CCCCP(CCCC)CCCC, Cc1ccccc1, OCC(F)(F)c1ccccc1, O=C(N=NC(=O)N1CCCCC1)N1CCCCC1, c1ccccc1. As a reaction SMILES: [C:1]([CH3:2])([CH3:3])([CH3:4])[O:5][C:6]([NH:7][CH:8]1[CH2:9][CH2:10][CH:11]([OH:14])[CH2:12][CH2:13]1)=[O:15].[CH2:34]([P:35]([CH2:36][CH2:37][CH2:38][CH3:39])[CH2:40][CH2:41][CH2:42][CH3:43])[CH2:44][CH2:45][CH3:46].[CH3:58][c:59]1[cH:60][cH:61][cH:62][cH:63][cH:64]1.[F:47][C:48]([CH2:49][OH:50])([c:51]1[cH:52][cH:53][cH:54][cH:55][cH:56]1)[F:57].[N:16]([C:17]([N:18]1[CH2:19][CH2:20][CH2:21][CH2:22][CH2:23]1)=[O:24])=[N:25][C:26]([N:27]1[CH2:28][CH2:29][CH2:30][CH2:31][CH2:32]1)=[O:33].[cH:65]1[cH:66][cH:67][cH:68][cH:69][cH:70]1>>[C:1]([CH3:2])([CH3:3])([CH3:4])[O:5][C:6]([NH:7][CH:8]1[CH2:9][CH2:10][CH:11]([O:14][CH2:49][C:48]([F:47])([c:51]2[cH:52][cH:53][cH:54][cH:55][cH:56]2)[F:57])[CH2:12][CH2:13]1)=[O:15]. The product is CC(C)(C)OC(=O)NC1CCC(OCC(F)(F)c2ccccc2)CC1. Starting materials: CNC, Cl, Cc1nc(C#Cc2cccc(C#N)c2)cn1-c1cncc(F)c1. The product is Cc1nc(C#Cc2cccc(C#N)c2)cn1-c1cncc(N(C)C)c1. RXN SMILES: [CH3:25][NH:26][CH3:27].[ClH:24].[F:1][c:2]1[cH:3][c:4](-[n:8]2[c:9]([CH3:23])[n:10][c:11]([C:13]#[C:14][c:15]3[cH:16][c:17]([C:18]#[N:19])[cH:20][cH:21][cH:22]3)[cH:12]2)[cH:5][n:6][cH:7]1>>[c:2]1([N:26]([CH3:25])[CH3:27])[cH:3][c:4](-[n:8]2[c:9]([CH3:23])[n:10][c:11]([C:13]#[C:14][c:15]3[cH:16][c:17]([C:18]#[N:19])[cH:20][cH:21][cH:22]3)[cH:12]2)[cH:5][n:6][cH:7]1. The reactants are BrC1=NN=C2N1CCN(C2)C(=O)OC(C)(C)C (1,1-dimethylethyl 3-bromo-5,6-dihydro[1,2,4]triazolo[4,3-a]pyrazine-7(8H)-carboxylate), C(CCC)[Sn](C1=NC=CC=C1)(CCCC)CCCC (2-(tributylstannanyl)pyridine). Reagents/catalysts: C=1C=CC(=CC1)[P](C=2C=CC=CC2)(C=3C=CC=CC3)[Pd]([P](C=4C=CC=CC4)(C=5C=CC=CC5)C=6C=CC=CC6)([P](C=7C=CC=CC7)(C=8C=CC=CC8)C=9C=CC=CC9)[P](C=1C=CC=CC1)(C=1C=CC=CC1)C=1C=CC=CC1 (Pd(Ph3P)4), [Cu]I (copper(I) iodide). The solvent is O1CCOCC1 (1,4-dioxane). Conditions: temperature 130 celsius. Yields the product N1=C(C=CC=C1)C1=NN=C2N1CCN(C2)C(=O)OC(C)(C)C (1,1-Dimethylethyl 3-(2-pyridinyl)-5,6-dihydro[1,2,4]triazolo[4,3-a]pyrazine-7(8H)-carboxylate). Reaction SMILES: Br[C:2]1[N:6]2[CH2:7][CH2:8][N:9]([C:11]([O:13][C:14]([CH3:17])([CH3:16])[CH3:15])=[O:12])[CH2:10][C:5]2=[N:4][N:3]=1.C([Sn](CCCC)(CCCC)[C:23]1[CH:28]=[CH:27][CH:26]=[CH:25][N:24]=1)CCC>O1CCOCC1.C1C=CC([P]([Pd]([P](C2C=CC=CC=2)(C2C=CC=CC=2)C2C=CC=CC=2)([P](C2C=CC=CC=2)(C2C=CC=CC=2)C2C=CC=CC=2)[P](C2C=CC=CC=2)(C2C=CC=CC=2)C2C=CC=CC=2)(C2C=CC=CC=2)C2C=CC=CC=2)=CC=1.[Cu]I>[N:24]1[CH:25]=[CH:26][CH:27]=[CH:28][C:23]=1[C:2]1[N:6]2[CH2:7][CH2:8][N:9]([C:11]([O:13][C:14]([CH3:17])([CH3:16])[CH3:15])=[O:12])[CH2:10][C:5]2=[N:4][N:3]=1 |^1:46,48,67,86|. Procedure: To a solution of 1,1-dimethylethyl 3-bromo-5,6-dihydro[1,2,4]triazolo[4,3-a]pyrazine-7(8H)-carboxylate (200 mg, 0.660 mmol, commercially available) in 1,4-dioxane (2 mL), 2-(tributylstannanyl)pyridine (364 mg, 0.990 mmol) was added and mixture was degassed with a stream of argon for few minutes. Pd(Ph3P)4 (38.1 mg, 0.033 mmol) was then added followed by copper(I) iodide (39.2 mg, 0.206 mmol) and the mixture was submitted to microwave irradiation heating at 130° C. for 25 minutes until the reacti... Starting materials: CN(CCN1CCOC2=C1C=C1C(=C2)C=CN1)C (4-(2-Dimethylaminoethyl)-2,3,4,6-tetrahydropyrrolo[2,3-g][1,4]benzoxazine), C(#N)[BH3-].[Na+] (sodium cyanoborohydride), C([O-])([O-])=O.[K+].[K+] (potassium carbonate). Run in O (water), C(C)(=O)O (acetic acid). Run at time 2 hour. Product: CN(CCN1CCOC2=C1C=C1C(=C2)CCN1)C (4-(2-Dimethylaminoethyl)-2,3,4,6,7,8-hexahydropyrrolo[2,3-g][1,4]benzoxazine). Isolated yield 80.9%. As a reaction SMILES: [CH3:1][N:2]([CH3:18])[CH2:3][CH2:4][N:5]1[C:10]2[CH:11]=[C:12]3[NH:17][CH:16]=[CH:15][C:13]3=[CH:14][C:9]=2[O:8][CH2:7][CH2:6]1.C([BH3-])#N.[Na+].C(=O)([O-])[O-].[K+].[K+]>C(O)(=O)C.O>[CH3:1][N:2]([CH3:18])[CH2:3][CH2:4][N:5]1[C:10]2[CH:11]=[C:12]3[NH:17][CH2:16][CH2:15][C:13]3=[CH:14][C:9]=2[O:8][CH2:7][CH2:6]1 |f:1.2,3.4.5|. Reported procedure: 4-(2-Dimethylaminoethyl)-2,3,4,6-tetrahydropyrrolo[2,3-g][1,4]benzoxazine (D18, 42 mg, 0.17 mmol) was stirred in acetic acid (5 ml) as sodium cyanoborohydride (33 mg, 0.52 mmol) was added portionwise over 10 min. The mixture was stirred for 2 h, diluted with water, basified with potassium carbonate, and extracted with ethyl acetate. The extract was dried (Na2SO4) and evaporated to give the title compound (34 mg, 80%) as a green gum.